From a dataset of the Open Reaction Database (ORD), a public repository of structured organic reaction records. describe an organic reaction: reactants, conditions, products, and yield The reactants are C(Cl)Cl (CH2Cl2), FC1=CC=C(C=C1)N1N=CC=2C1=NC=CC2I (1-(4-fluorophenyl)-4-iodo-1H-pyrazolo[3,4-b]pyridine), C([O-])([O-])=O.[K+].[K+] (potassium carbonate), Cl.CC1=NC=NC=C1B(O)O (4-methylpyrimidin-5-ylboronic acid hydrochloride salt). Reagents/catalysts: C1=CC=C(C=C1)P([C-]2C=CC=C2)C3=CC=CC=C3.C1=CC=C(C=C1)P([C-]2C=CC=C2)C3=CC=CC=C3.Cl[Pd]Cl.[Fe+2] (PdCl2(dppf)). The solvent is O (water), CN1CCCC1=O (NMP). Conditions: temperature 100 celsius. Product: FC1=CC=C(C=C1)N1N=CC=2C1=NC=CC2C=2C=NC=CC2C (1-(4-fluorophenyl)-4-(4-methylpyridin-3-yl)-1H-pyrazolo[3,4-b]pyridine). The yield is 220.0%. RXN SMILES: [F:1][C:2]1[CH:7]=[CH:6][C:5]([N:8]2[C:12]3=[N:13][CH:14]=[CH:15][C:16](I)=[C:11]3[CH:10]=[N:9]2)=[CH:4][CH:3]=1.C(=O)([O-])[O-].[K+].[K+].Cl.[CH3:25][C:26]1[C:31](B(O)O)=[CH:30][N:29]=[CH:28]N=1.[CH2:35](Cl)Cl>C1C=CC(P(C2C=CC=CC=2)[C-]2C=CC=C2)=CC=1.C1C=CC(P(C2C=CC=CC=2)[C-]2C=CC=C2)=CC=1.Cl[Pd]Cl.[Fe+2].O.CN1C(=O)CCC1>[F:1][C:2]1[CH:7]=[CH:6][C:5]([N:8]2[C:12]3=[N:13][CH:14]=[CH:15][C:16]([C:25]4[CH:28]=[N:29][CH:30]=[CH:31][C:26]=4[CH3:35])=[C:11]3[CH:10]=[N:9]2)=[CH:4][CH:3]=1 |f:1.2.3,4.5,7.8.9.10|. Reported procedure: Example 3 was prepared according to the general procedure of Example 2. Intermediate 2A (0.32 mmol), potassium carbonate (140 mg, 1.01 mmol), 4-methylpyrimidin-5-ylboronic acid hydrochloride salt (78 mg, 0.45 mmol), NMP (1.0 mL), PdCl2(dppf).CH2Cl2 (45 mg, 0.056 mmol), and deoxygenated water (50 μL) were heated at 100° C. for 4 h to give 37.5 mg (63%) of the title compound as an off white solid. Purification was done by preparative HPLC (Condition A) using a Phenomenex Luna Axia 30×100 mm S10 co... The reactants are FC1(C(C1)CN1C(N(CC1)C=1SC(=C(N1)C)C(=O)O)=O)F (2-(3-((2,2-difluorocyclopropyl)methyl)-2-oxoimidazolidin-1-yl)-4-methylthiazole-5-carboxylic acid), FC1(C(C1)CN1N=CN(C1=O)C=1SC(=C(N1)C)C(=O)O)F (2-(1-((2,2-difluorocyclopropyl)methyl)-5-oxo-1H-1,2,4-triazol-4(5H)-yl)-4-methylthiazole-5-carboxylic acid), [Cl-].[NH4+] (ammonium chloride). Yields the product FC1(C(C1)CN1N=CN(C1=O)C=1SC(=C(N1)C)C(=O)N)F (2-(1-((2,2-difluorocyclopropyl)methyl)-5-oxo-1H-1,2,4-triazol-4(5H)-yl)-4-methylthiazole-5-carboxamide). Yield: 62.0%. Reaction SMILES: FC1(F)CC1C[N:6]1CCN(C2SC(C(O)=O)=C(C)N=2)C1=O.[F:22][C:23]1([F:42])[CH2:25][CH:24]1[CH2:26][N:27]1[C:31](=[O:32])[N:30]([C:33]2[S:34][C:35]([C:39](O)=[O:40])=[C:36]([CH3:38])[N:37]=2)[CH:29]=[N:28]1.[Cl-].[NH4+]>>[F:22][C:23]1([F:42])[CH2:25][CH:24]1[CH2:26][N:27]1[C:31](=[O:32])[N:30]([C:33]2[S:34][C:35]([C:39]([NH2:6])=[O:40])=[C:36]([CH3:38])[N:37]=2)[CH:29]=[N:28]1 |f:2.3|. Procedure details: Following the procedure as describe in Example 16, making variations as required to replace 2-(3-((2,2-difluorocyclopropyl)methyl)-2-oxoimidazolidin-1-yl)-4-methylthiazole-5-carboxylic acid with 2-(1-((2,2-difluorocyclopropyl)methyl)-5-oxo-1H-1,2,4-triazol-4(5H)-yl)-4-methylthiazole-5-carboxylic acid to react with ammonium chloride, the title compound was obtained as a colourless solid in 62% yield: mp 273-275° C.; 1H NMR (300 MHz, DMSO-d6) δ 8.74 (s, 1H), 7.60 (br, 2H), 4.02-3.79 (m, 2H), 2.52 ... Starting materials: C1CCOC1, CCCC[N+](CCCC)(CCCC)CCCC, [F-], NCCN, C[Si](C)(C)CCOCn1ncc2cc(-c3cccnc3)ccc21. Yields the product c1cncc(-c2ccc3[nH]ncc3c2)c1. As a reaction SMILES: [CH2:46]1[O:47][CH2:48][CH2:49][CH2:50]1.[CH3:29][CH2:30][CH2:31][CH2:32][N+:33]([CH2:34][CH2:35][CH2:36][CH3:37])([CH2:38][CH2:39][CH2:40][CH3:41])[CH2:42][CH2:43][CH2:44][CH3:45].[F-:28].[NH2:24][CH2:25][CH2:26][NH2:27].[n:1]1[cH:2][c:3](-[c:7]2[cH:8][c:9]3[cH:10][n:11][n:12]([CH2:16][O:17][CH2:18][CH2:19][Si:20]([CH3:21])([CH3:22])[CH3:23])[c:13]3[cH:14][cH:15]2)[cH:4][cH:5][cH:6]1>>[n:1]1[cH:2][c:3](-[c:7]2[cH:8][c:9]3[cH:10][n:11][nH:12][c:13]3[cH:14][cH:15]2)[cH:4][cH:5][cH:6]1. Reactants: OC1(CNCCO1)C=1N=C(SC1)C (2-hydroxy-2-(2-methyl-thiazol-4-yl)morpholine), OCCOC1=CC=C(C=C1)CC(C)=O (1-[4-(2-hydroxyethyoxy)phenyl]propan-2-one). The product is OCCOC1=CC=C(C=C1)CC(C)N1CC(OCC1)C=1N=C(SC1)C (N-[2-(4-(2-Hydroxyethoxy)phenyl)-1-methylethyl]-2-(2-methyl-thiazol-4-yl)morpholine). As a reaction SMILES: O[C:2]1([C:8]2[N:9]=[C:10]([CH3:13])[S:11][CH:12]=2)[O:7][CH2:6][CH2:5][NH:4][CH2:3]1.[OH:14][CH2:15][CH2:16][O:17][C:18]1[CH:23]=[CH:22][C:21]([CH2:24][C:25](=O)[CH3:26])=[CH:20][CH:19]=1>>[OH:14][CH2:15][CH2:16][O:17][C:18]1[CH:23]=[CH:22][C:21]([CH2:24][CH:25]([N:4]2[CH2:5][CH2:6][O:7][CH:2]([C:8]3[N:9]=[C:10]([CH3:13])[S:11][CH:12]=3)[CH2:3]2)[CH3:26])=[CH:20][CH:19]=1. Procedure: Prepared by analogy to Example 13 by reaction of 2-hydroxy-2-(2-methyl-thiazol-4-yl)morpholine with 1-[4-(2-hydroxyethyoxy)phenyl]propan-2-one followed by purification on a silica gel column using methylene chloride as eluant.